This data is from the Open Reaction Database (ORD), a public repository of structured organic reaction records. The task is: describe an organic reaction: reactants, conditions, products, and yield Reactants: ClC=1C(=NN(C1NC)C1=C(C=C(C(=C1)SCC(F)(F)F)C)F)OC(C(C(F)(F)F)F)(F)F (4-chloro-1-{2-fluoro-4-methyl-5-(2,2,2-trifluoroethylthio)phenyl}-3-(1,1,2,3,3,3-hexafluoropropoxy)-5-methylaminopyrazole), ClC1=CC(=CC=C1)C(=O)OO (m-chloroperbenzoic acid). Run in C(Cl)(Cl)Cl (chloroform). Conditions: time 1 hour. Yields the product ClC=1C(=NN(C1NC)C1=C(C=C(C(=C1)S(=O)CC(F)(F)F)C)F)OC(C(C(F)(F)F)F)(F)F (4-chloro-1-{2-fluoro-4-methyl-5-(2,2,2-trifluoroethylsulfinyl)phenyl}-3-(1,1,2,3,3,3-hexafluoropropoxy)-5-methylaminopyrazole). Isolated yield 97.0%. RXN SMILES: [Cl:1][C:2]1[C:3]([O:23][C:24]([F:32])([F:31])[CH:25]([F:30])[C:26]([F:29])([F:28])[F:27])=[N:4][N:5]([C:9]2[CH:14]=[C:13]([S:15][CH2:16][C:17]([F:20])([F:19])[F:18])[C:12]([CH3:21])=[CH:11][C:10]=2[F:22])[C:6]=1[NH:7][CH3:8].ClC1C=CC=C(C(OO)=[O:41])C=1>C(Cl)(Cl)Cl>[Cl:1][C:2]1[C:3]([O:23][C:24]([F:31])([F:32])[CH:25]([F:30])[C:26]([F:27])([F:28])[F:29])=[N:4][N:5]([C:9]2[CH:14]=[C:13]([S:15]([CH2:16][C:17]([F:20])([F:19])[F:18])=[O:41])[C:12]([CH3:21])=[CH:11][C:10]=2[F:22])[C:6]=1[NH:7][CH3:8]. Procedure details: 0.24 g of 4-chloro-1-{2-fluoro-4-methyl-5-(2,2,2-trifluoroethylthio)phenyl}-3-(1,1,2,3,3,3-hexafluoropropoxy)-5-methylaminopyrazole was dissolved in 10 mL of chloroform, and 120 mg of m-chloroperbenzoic acid (purity: 75%) was added under cooling with ice. After stirring for one hour under cooling with ice, the solution was washed with an aqueous sodium thiosulfate solution and then washed with an aqueous sodium hydrogen carbonate solution, and then dried over anhydrous sodium sulfate. Then, the ... Procedure details: The title compound was prepared by a procedure similar to that described for E1 starting from 3-(hydroxymethyl)benzonitrile, sodium hydride and tert-butyl 7-chloro-5-oxo-2,3-dihydroimidazo[1,2-c]pyrimidine-1(5H)-carboxylate. The product is C(#N)C=1C=C(COC=2C=C3N(C(N2)=O)CCN3C(=O)OC(C)(C)C)C=CC1 (tert-butyl 7-((3-cyanobenzyl)oxy)-5-oxo-2,3-dihydroimidazo[1,2-c]pyrimidine-1(5H)-carboxylate). Reaction SMILES: [OH:1][CH2:2][C:3]1[CH:4]=[C:5]([CH:8]=[CH:9][CH:10]=1)[C:6]#[N:7].[H-].[Na+].Cl[C:14]1[CH:15]=[C:16]2[N:23]([C:24]([O:26][C:27]([CH3:30])([CH3:29])[CH3:28])=[O:25])[CH2:22][CH2:21][N:17]2[C:18](=[O:20])[N:19]=1>>[C:6]([C:5]1[CH:4]=[C:3]([CH:10]=[CH:9][CH:8]=1)[CH2:2][O:1][C:14]1[CH:15]=[C:16]2[N:23]([C:24]([O:26][C:27]([CH3:30])([CH3:29])[CH3:28])=[O:25])[CH2:22][CH2:21][N:17]2[C:18](=[O:20])[N:19]=1)#[N:7] |f:1.2|. Starting materials: E1, ClC=1C=C2N(C(N1)=O)CCN2C(=O)OC(C)(C)C (tert-butyl 7-chloro-5-oxo-2,3-dihydroimidazo[1,2-c]pyrimidine-1(5H)-carboxylate), OCC=1C=C(C#N)C=CC1 (3-(hydroxymethyl)benzonitrile), [H-].[Na+] (sodium hydride). Reactants: [H-].[Al+3].[Li+].[H-].[H-].[H-] (lithium aluminum hydride), C[Si](C1=CC(=CO1)C=O)(C)C (5-trimethylsilyl-3-furaldehyde). Solvent: O1CCCC1 (tetrahydrofuran). Conditions: time 15 minute. Yields the product OCC=1C=C(OC1)[Si](C)(C)C (4-(1-Hydroxymethyl)-2-trimethylsilylfuran). Reaction SMILES: [H-].[Al+3].[Li+].[H-].[H-].[H-].[CH3:7][Si:8]([CH3:17])([CH3:16])[C:9]1[O:13][CH:12]=[C:11]([CH:14]=[O:15])[CH:10]=1>O1CCCC1>[OH:15][CH2:14][C:11]1[CH:10]=[C:9]([Si:8]([CH3:17])([CH3:16])[CH3:7])[O:13][CH:12]=1 |f:0.1.2.3.4.5|. Procedure: To a stirred suspension of lithium aluminum hydride (0.01 g., 0.263 mmol) in 1 ml dry tetrahydrofuran at 0° under argon was added dropwise 5-trimethylsilyl-3-furaldehyde (0.09 g., 0.535 mmol). This mixture was allowed to warm to room temperature, stirred for 15 minutes, quenched with a 5% ammonium chloride solution, and extracted twice with ethyl ether. The organic portion was washed with 5% sodium bicarbonate, water, saturated sodium chloride solution, dried over magnesium sulfate, filtered and...